This data is from the Open Reaction Database (ORD), a public repository of structured organic reaction records. The task is: describe an organic reaction: reactants, conditions, products, and yield Reactants: Cc1cccnc1NS(=O)(=O)c1ccc(CCBr)cc1, Cc1ccccc1, CC(=O)O, [K+], [OH-], O, Oc1ccc(O)cc1. Product: C=Cc1ccc(S(=O)(=O)Nc2ncccc2C)cc1. Reaction SMILES: [Br:1][CH2:2][CH2:3][c:4]1[cH:5][cH:6][c:7]([S:10](=[O:11])(=[O:12])[NH:13][c:14]2[n:15][cH:16][cH:17][cH:18][c:19]2[CH3:20])[cH:8][cH:9]1.[CH3:32][c:33]1[cH:34][cH:35][cH:36][cH:37][cH:38]1.[CH3:39][C:40](=[O:41])[OH:42].[K+:22].[OH-:21].[OH2:31].[OH:23][c:24]1[cH:25][cH:26][c:27]([OH:28])[cH:29][cH:30]1>>[CH2:2]=[CH:3][c:4]1[cH:5][cH:6][c:7]([S:10](=[O:11])(=[O:12])[NH:13][c:14]2[n:15][cH:16][cH:17][cH:18][c:19]2[CH3:20])[cH:8][cH:9]1. The reactants are ClC=1C=C(C=CC1Cl)N1C(C(=C(C1=O)C)C)O (N-(3',4'-Dichlorophenyl)-3,4-dimethyl-2-hydroxy-5-oxo-2,5-dihydropyrrole), C(=O)([O-])[O-].[K+].[K+] (K2CO3), C(C)(=O)Cl (acetyl chloride). Solvent: C(C)C(=O)C (methyl ethyl ketone). Product: ClC=1C=C(C=CC1Cl)N1C(C(=C(C1=O)C)C)OC(C)=O (N-(3',4'-dichlorophenyl)-3,4-dimethyl-2-acetoxy-5-oxo-2,5-dihydropyrrole). Reaction SMILES: [Cl:1][C:2]1[CH:3]=[C:4]([N:9]2[C:13](=[O:14])[C:12]([CH3:15])=[C:11]([CH3:16])[CH:10]2[OH:17])[CH:5]=[CH:6][C:7]=1[Cl:8].C([O-])([O-])=O.[K+].[K+].[C:24](Cl)(=[O:26])[CH3:25]>C(C(C)=O)C>[Cl:1][C:2]1[CH:3]=[C:4]([N:9]2[C:10](=[O:17])[C:11]([CH3:16])=[C:12]([CH3:15])[CH:13]2[O:14][C:24](=[O:26])[CH3:25])[CH:5]=[CH:6][C:7]=1[Cl:8] |f:1.2.3|. Procedure details: 27.2 g of N-(3',4'-dichlorophenyl-3,4-dimethyl-2-hydroxy-5-oxo-2,5-dihydropyrrole (see Example 3) is refluxed together with 20.7 g of K2CO3 in 150 ml of methyl ethyl ketone. After cooling, there is added dropwise 8.2 g of acetyl chloride, with the temperature of the reaction mixture rising from 15° to 35°. The reaction mixture is filtered after 24 hours, and the filtrate is concentrated by evaporation. The residue is recrystallised from methanol to give 23.9 g (76% of theory) of the above produc... Reactants: BrC=1C(=C(SC1Cl)Cl)C(OC1OCCCC1)C1=CC(=CC=C1)Cl (2-[(4-bromo-2,5-dichloro-3-thienyl)(3-chlorophenyl)methoxy]tetrahydro-2H-pyran), CCOCC (Et2O), C1CCOC1 (THF). Product: ClC=1SC(=C(C1C(=O)O)C(OC1OCCCC1)C1=CC(=CC=C1)Cl)Cl (2,5-dichloro-4-[(3-chlorophenyl)(tetrahydro-2H-pyran-2-yloxy)methyl]thiophene-3-carboxylic acid). Reaction SMILES: Br[C:2]1[C:3]([CH:9]([C:17]2[CH:22]=[CH:21][CH:20]=[C:19]([Cl:23])[CH:18]=2)[O:10][CH:11]2[CH2:16][CH2:15][CH2:14][CH2:13][O:12]2)=[C:4]([Cl:8])[S:5][C:6]=1[Cl:7].CC[O:26][CH2:27]C.C1C[O:32]CC1>>[Cl:7][C:6]1[S:5][C:4]([Cl:8])=[C:3]([CH:9]([C:17]2[CH:22]=[CH:21][CH:20]=[C:19]([Cl:23])[CH:18]=2)[O:10][CH:11]2[CH2:16][CH2:15][CH2:14][CH2:13][O:12]2)[C:2]=1[C:27]([OH:26])=[O:32]. Procedure details: 2-[(4-Bromo-2,5-dichloro-3-thienyl)(3-chlorophenyl)methoxy]tetrahydro-2H-pyran from Example 8, Step 2 (334 mg, 0.731 mmol) was reacted under conditions similar to Example 1, Step 6 (Et2O was used as a solvent instead of THF; reaction was quenched with 25% aq. NH4OAc instead of 1N HCl). The crude was purified by chromatography on silica gel (50:50 EtOAc/hexane containing 0.25% AcOH) to afford the desired product as a white foam. The reactants are O=CO, Cn1cc(C(=O)OC(C)(C)C)c2ccc(N3CCC(OCc4c(-c5c(Cl)cccc5Cl)noc4C4CC4)CC3)cc21, O. Product: Cn1cc(C(=O)O)c2ccc(N3CCC(OCc4c(-c5c(Cl)cccc5Cl)noc4C4CC4)CC3)cc21. Reaction SMILES: [CH:1]([OH:2])=[O:3].[Cl:4][c:5]1[c:6](-[c:12]2[n:13][o:14][c:15]([CH:42]3[CH2:43][CH2:44]3)[c:16]2[CH2:17][O:18][CH:19]2[CH2:20][CH2:21][N:22]([c:25]3[cH:26][cH:27][c:28]4[c:29]([C:35](=[O:36])[O:37][C:38]([CH3:39])([CH3:40])[CH3:41])[cH:30][n:31]([CH3:34])[c:32]4[cH:33]3)[CH2:23][CH2:24]2)[c:7]([Cl:11])[cH:8][cH:9][cH:10]1.[OH2:45]>>[Cl:4][c:5]1[c:6](-[c:12]2[n:13][o:14][c:15]([CH:42]3[CH2:43][CH2:44]3)[c:16]2[CH2:17][O:18][CH:19]2[CH2:20][CH2:21][N:22]([c:25]3[cH:26][cH:27][c:28]4[c:29]([C:35](=[O:36])[OH:37])[cH:30][n:31]([CH3:34])[c:32]4[cH:33]3)[CH2:23][CH2:24]2)[c:7]([Cl:11])[cH:8][cH:9][cH:10]1. Starting materials: 3-3′-Difluorobenzophenone oxime, [OH-].[Na+] (sodium hydroxide), Cl.NO (hydroxylamine hydrochloride), FC=1C=C(C(=O)C2=CC(=CC=C2)F)C=CC1 (3,3′-difluorobenzophenone), Cl (hydrochloric acid). Solvent: O (water), C(C)O (ethanol). Run at temperature 20 celsius. The product is FC=1C=C(C(C2=CC(=CC=C2)F)=NO)C=CC1 (3,3′-difluorobenzophenone oxime). Isolated yield 96.7%. Reaction SMILES: Cl.[NH2:2][OH:3].[F:4][C:5]1[CH:6]=[C:7]([CH:17]=[CH:18][CH:19]=1)[C:8]([C:10]1[CH:15]=[CH:14][CH:13]=[C:12]([F:16])[CH:11]=1)=O.[OH-].[Na+].Cl>O.C(O)C>[F:4][C:5]1[CH:6]=[C:7]([CH:17]=[CH:18][CH:19]=1)[C:8](=[N:2][OH:3])[C:10]1[CH:15]=[CH:14][CH:13]=[C:12]([F:16])[CH:11]=1 |f:0.1,3.4|. Procedure: 3-3′-Difluorobenzophenone oxime may be prepared according to the following procedure: a solution of 1.6 g of hydroxylamine hydrochloride in 8 cm3 of water is poured dropwise into a solution of 5.0 g of 3,3′-difluorobenzophenone in 10 cm3 of ethanol, and then 1.2 g of sodium hydroxide pellets are added in small fractions. The reaction mixture, heated under reflux for 10 minutes, is cooled to 20° C. and then acidified with 7.5 cm3 of 4 N hydrochloric acid. Once triturated, the oily precipitate obt... The reactants are CO, Cn1c(C=O)cnc1[N+](=O)[O-], NNC(N)=S, O. Product: Cn1c(C=NNC(N)=S)cnc1[N+](=O)[O-]. As a reaction SMILES: [CH3:18][OH:19].[CH3:6][n:7]1[c:8]([N+:14](=[O:15])[O-:16])[n:9][cH:10][c:11]1[CH:12]=[O:13].[NH2:1][NH:2][C:3](=[S:4])[NH2:5].[OH2:17]>>[N:1]([NH:2][C:3](=[S:4])[NH2:5])=[CH:12][c:11]1[n:7]([CH3:6])[c:8]([N+:14](=[O:15])[O-:16])[n:9][cH:10]1.